This data is from the Open Reaction Database (ORD), a public repository of structured organic reaction records. The task is: describe an organic reaction: reactants, conditions, products, and yield The reactants are Brc1nc2c(s1)CNCC2, CC#N, O=C(CCl)N1CCN(C2CCC2)CC1, Cl, [K+], [K+], O=C([O-])[O-]. Yields the product O=C(CN1CCc2nc(Br)sc2C1)N1CCN(C2CCC2)CC1. Reaction SMILES: [Br:2][c:3]1[s:4][c:5]2[c:10]([n:11]1)[CH2:9][CH2:8][NH:7][CH2:6]2.[CH3:32][C:33]#[N:34].[Cl:12][CH2:13][C:14](=[O:15])[N:16]1[CH2:17][CH2:18][N:19]([CH:22]2[CH2:23][CH2:24][CH2:25]2)[CH2:20][CH2:21]1.[ClH:1].[K+:26].[K+:27].[O-:28][C:29]([O-:30])=[O:31]>>[Br:2][c:3]1[s:4][c:5]2[c:10]([n:11]1)[CH2:9][CH2:8][N:7]([CH2:13][C:14](=[O:15])[N:16]1[CH2:17][CH2:18][N:19]([CH:22]3[CH2:23][CH2:24][CH2:25]3)[CH2:20][CH2:21]1)[CH2:6]2. Starting materials: BrCc1ccc2ccccc2c1Br, COC(=O)c1cc(C)c2[nH]c(C)nc2n1, CN(C)C=O, CC(C)OC(C)C, [H-], [Na+]. Product: COC(=O)c1cc(C)c2nc(C)n(Cc3ccc4ccccc4c3Br)c2n1. Reaction SMILES: [Br:18][c:19]1[c:20]([CH2:29][Br:30])[cH:21][cH:22][c:23]2[cH:24][cH:25][cH:26][cH:27][c:28]12.[CH3:1][c:2]1[nH:3][c:4]2[c:5]([n:6][c:7]([C:11](=[O:12])[O:13][CH3:14])[cH:8][c:9]2[CH3:10])[n:15]1.[CH3:38][N:39]([CH3:40])[CH:41]=[O:42].[CH:31]([O:32][CH:33]([CH3:34])[CH3:35])([CH3:36])[CH3:37].[H-:16].[Na+:17]>>[CH3:1][c:2]1[n:3][c:4]2[c:5]([n:6][c:7]([C:11](=[O:12])[O:13][CH3:14])[cH:8][c:9]2[CH3:10])[n:15]1[CH2:29][c:20]1[c:19]([Br:18])[c:28]2[c:23]([cH:22][cH:21]1)[cH:24][cH:25][cH:26][cH:27]2. The reactants are C(C1=CC=CC=C1)N1CCC(CC1)C=CC(=O)C1=CC=C(C=C1)[N+](=O)[O-] (4-[3-(1-benzylpiperidin-4-yl)propenoyl]-nitrobenzene), Cl (hydrochloric acid), stannous chloride, stannous chloride. The solvent is C(C)(=O)O (acetic acid). Run at time 24 hour. Yields the product C(C1=CC=CC=C1)N1CCC(CC1)/C=C/C(=O)C1=CC=C(N)C=C1 ((E)-4-[3-(1-benzylpiperidin-4-yl)propenoyl]aniline). RXN SMILES: [CH2:1]([N:8]1[CH2:13][CH2:12][CH:11]([CH:14]=[CH:15][C:16]([C:18]2[CH:23]=[CH:22][C:21]([N+:24]([O-])=O)=[CH:20][CH:19]=2)=[O:17])[CH2:10][CH2:9]1)[C:2]1[CH:7]=[CH:6][CH:5]=[CH:4][CH:3]=1.Cl>C(O)(=O)C>[CH2:1]([N:8]1[CH2:13][CH2:12][CH:11](/[CH:14]=[CH:15]/[C:16]([C:18]2[CH:19]=[CH:20][C:21]([NH2:24])=[CH:22][CH:23]=2)=[O:17])[CH2:10][CH2:9]1)[C:2]1[CH:3]=[CH:4][CH:5]=[CH:6][CH:7]=1. Procedure: 1.27 g of 4-[3-(1-benzylpiperidin-4-yl)propenoyl]-nitrobenzene was added to a mixed solution of 10 ml of acetic acid and 2 ml of hydrochloric acid, and then 1.38 g of stannous chloride was added thereto under ice cooling. The mixture was stirred for 24 hours while further adding 0.69 g of stannous chloride twice during the reaction. The solvent was removed under reduced pressure to obtain a crude product of (E)-4-[3-(1-benzylpiperidin-4-yl)propenoyl]aniline. Then, this was dissolved in 15 ml of ... Reactants: CC#N, Cl, CCOC(=O)CC(c1ccccc1)n1cnc2cc(NC(=O)c3ccc([N+](=O)[O-])cc3)ccc21. The product is O=C(O)CC(c1ccccc1)n1cnc2cc(NC(=O)c3ccc([N+](=O)[O-])cc3)ccc21. As a reaction SMILES: [CH3:35][C:36]#[N:37].[ClH:38].[N+:1](=[O:2])([O-:3])[c:4]1[cH:5][cH:6][c:7]([C:8](=[O:9])[NH:10][c:11]2[cH:12][c:13]3[c:14]([n:15]([CH:18]([CH2:19][C:20](=[O:21])[O:22][CH2:23][CH3:24])[c:25]4[cH:26][cH:27][cH:28][cH:29][cH:30]4)[cH:16][n:17]3)[cH:31][cH:32]2)[cH:33][cH:34]1>>[N+:1](=[O:2])([O-:3])[c:4]1[cH:5][cH:6][c:7]([C:8](=[O:9])[NH:10][c:11]2[cH:12][c:13]3[c:14]([n:15]([CH:18]([CH2:19][C:20](=[O:21])[OH:22])[c:25]4[cH:26][cH:27][cH:28][cH:29][cH:30]4)[cH:16][n:17]3)[cH:31][cH:32]2)[cH:33][cH:34]1. Reactants: NCC1(COC1)N(CC1=CC=CC=C1)CC1=CC=CC=C1 ((3-Aminomethyl-oxetan-3-yl)-dibenzyl-amine). Reagents/catalysts: [Pd] (Pd/C). Run in CO (methanol). Run at time 8 hour. The product is NCC1(COC1)NCC1=CC=CC=C1 ((3-Aminomethyl-oxetan-3-yl)-benzyl-amine). RXN SMILES: [NH2:1][CH2:2][C:3]1([N:7](CC2C=CC=CC=2)[CH2:8][C:9]2[CH:14]=[CH:13][CH:12]=[CH:11][CH:10]=2)[CH2:6][O:5][CH2:4]1>CO.[Pd]>[NH2:1][CH2:2][C:3]1([NH:7][CH2:8][C:9]2[CH:14]=[CH:13][CH:12]=[CH:11][CH:10]=2)[CH2:6][O:5][CH2:4]1. Procedure details: To (3-Aminomethyl-oxetan-3-yl)-dibenzyl-amine in methanol (10 ml) was added a catalytic amount of 10% Pd/C and the reaction mixture was then stirred at RT under an atmosphere of H2 for 8 h. The catalyst was removed by filtration, the filtrate concentrated under reduced pressure to provide the title compound (90 mg) as colorless oil, MS (EI): 192 (M+). Reactants: N-(tert.butoxycarbonyl)-L-phenethylglycine, C(C)(C)(C)OC(NC(C(C)(C)C)C(NC1C(CC2=CC=CC=C12)O)=O)=O ([1-(2-Hydroxy-indan-1-ylcarbamoyl)-2,2-dimethyl-propyl]-carbamic acid tert.butyl ester), ClNC([O-])=O (chlorocarbamate), C(C)(C)(C)OC(=O)NC(C(=O)O)C(C)(C)C (2-tert.butoxycarbonylamino-3,3-dimetylbutyric acid), C1[C@H]([C@H](C2=CC=CC=C21)N)O ((1S,2R)-cis-1-amino-2-indanol), C(C)OC(=O)C1(C(C1)C=C)NC(=O)C1N(CC(C1)OC1=CC(=NC2=CC(=CC=C12)OC)C1=CC=CC=C1)C(NC(C(C)(C)C)C(NC1C(CC2=CC=CC=C12)O)=O)=O (1-{[1-[1-(2-Hydroxy-indan-1-ylcarbamoyl)-2,2-dimethyl-propylcarbamoyl]4-(7-methoxy-2-phenyl-quinolin-4-yloxy)-pyrrolidin e-2-carbonyl]-amino}-2-vinyl-cyclopropanecarboxylic acid ethyl ester). Product: O[C@H]1[C@H](C2=CC=CC=C2C1)NC(=O)[C@H](CCC1=CC=CC=C1)NC(=O)N1[C@@H](C[C@H](C1)OC1=CC(=NC2=CC(=CC=C12)OC)C1=CC=CC=C1)C(=O)N[C@]1([C@@H](C1)C=C)C(=O)O ((1R,2S)-1-{[(2S,4R)-1-[(1S)-1-((1S,2R)-2-Hydroxy-indan-1-ylcarbamoyl)-3-phenyl-propylcarbamoyl]-4-(7-methoxy-2-phenyl-quinolin-4-yloxy)-pyrrolidine-2-carbonyl]-amino}-2-vinyl-cyclopropanecarboxylic acid). As a reaction SMILES: C(OC(NC(C(C)(C)C)C(O)=O)=O)(C)(C)C.C1[C:25]2[C:20](=[CH:21][CH:22]=[CH:23][CH:24]=2)[C@H](N)[C@@H]1O.C(O[C:33](=[O:53])[NH:34][CH:35]([C:40](=[O:52])[NH:41][CH:42]1[C:50]2[C:45](=[CH:46][CH:47]=[CH:48][CH:49]=2)[CH2:44][CH:43]1[OH:51])[C:36]([CH3:39])(C)C)(C)(C)C.ClNC(=O)[O-].C([O:61][C:62]([C:64]1([NH:69][C:70]([CH:72]2[CH2:76][CH:75]([O:77][C:78]3[C:87]4[C:82](=[CH:83][C:84]([O:88][CH3:89])=[CH:85][CH:86]=4)[N:81]=[C:80]([C:90]4[CH:95]=[CH:94][CH:93]=[CH:92][CH:91]=4)[CH:79]=3)[CH2:74][N:73]2C(=O)NC(C(=O)NC2C3C(=CC=CC=3)CC2O)C(C)(C)C)=[O:71])[CH2:66][CH:65]1[CH:67]=[CH2:68])=[O:63])C>>[OH:51][C@@H:43]1[CH2:44][C:45]2[C:50](=[CH:49][CH:48]=[CH:47][CH:46]=2)[C@@H:42]1[NH:41][C:40]([C@@H:35]([NH:34][C:33]([N:73]1[CH2:74][C@H:75]([O:77][C:78]2[C:87]3[C:82](=[CH:83][C:84]([O:88][CH3:89])=[CH:85][CH:86]=3)[N:81]=[C:80]([C:90]3[CH:95]=[CH:94][CH:93]=[CH:92][CH:91]=3)[CH:79]=2)[CH2:76][C@H:72]1[C:70]([NH:69][C@:64]1([C:62]([OH:63])=[O:61])[CH2:66][C@H:65]1[CH:67]=[CH2:68])=[O:71])=[O:53])[CH2:36][CH2:39][C:20]1[CH:25]=[CH:24][CH:23]=[CH:22][CH:21]=1)=[O:52]. Procedure: N-(tert.butoxycarbonyl)-L-phenethylglycine was attached to the resin as described for the preparation of compound 16 followed by reaction with (1S,2R)-cis-1-amino-2-indanol as described for the preparation of 17 and removal of the Boc group as described for 18. The afforded compound was then reacted with the chlorocarbamate achieved from 12 as described for the preparation of 13 which gave the title compound. Purity by HPLC>95%. M+H+810.4.